From a dataset of the Open Reaction Database (ORD), a public repository of structured organic reaction records. describe an organic reaction: reactants, conditions, products, and yield Reactants: COC=1C=C(C=CC1OC)NC=1C2=C(N=C(N1)N1CC(CC1)NC(OC(C)(C)C)=O)SC=N2 (tert-butyl 1-(7-(3,4-dimethoxyphenylamino)thiazolo[5,4-d]pyrimidin-5-yl)pyrrolidin-3-ylcarbamate), Cl (HCl). Run in O1CCOCC1 (dioxane). Yields the product Cl.NC1CN(CC1)C=1N=C(C2=C(N1)SC=N2)NC2=CC(=C(C=C2)OC)OC (5-(3-aminopyrrolidin-1-yl)-N-(3,4-dimethoxyphenyl)thiazolo[5,4-d]pyrimidin-7-amine hydrochloride). Isolated yield 100.0%. Reaction SMILES: [CH3:1][O:2][C:3]1[CH:4]=[C:5]([NH:11][C:12]2[C:13]3[N:33]=[CH:32][S:31][C:14]=3[N:15]=[C:16]([N:18]3[CH2:22][CH2:21][CH:20]([NH:23]C(=O)OC(C)(C)C)[CH2:19]3)[N:17]=2)[CH:6]=[CH:7][C:8]=1[O:9][CH3:10].[ClH:34]>O1CCOCC1>[ClH:34].[NH2:23][CH:20]1[CH2:21][CH2:22][N:18]([C:16]2[N:17]=[C:12]([NH:11][C:5]3[CH:6]=[CH:7][C:8]([O:9][CH3:10])=[C:3]([O:2][CH3:1])[CH:4]=3)[C:13]3[N:33]=[CH:32][S:31][C:14]=3[N:15]=2)[CH2:19]1 |f:3.4|. Procedure details: A solution of tert-butyl 1-(7-(3,4-dimethoxyphenylamino)thiazolo[5,4-d]pyrimidin-5-yl)pyrrolidin-3-ylcarbamate (191 mg, 0.40 mmol) in 50 mL of saturated HCl in dioxane was stirred at room temperature for 24 hours. The solvent was evaporated under reduced pressure to give 5-(3-aminopyrrolidin-1-yl)-N-(3,4-dimethoxyphenyl)thiazolo[5,4-d]pyrimidin-7-amine hydrochloride (165 mg, 100%) as a solid. This was used directly in the next step without further purification. LC-MS: 373.1 [M+H]+, tR=1.15 min.